This data is from the Open Reaction Database (ORD), a public repository of structured organic reaction records. The task is: describe an organic reaction: reactants, conditions, products, and yield Reactants: CC(C)(C)OC(=O)N1CC2CN(Cc3cc4nc(Cl)nc(N5CCOCC5)c4s3)CC2C1, C[Si](C)(C)N=C=O, ClCCl, O=C(O)C(F)(F)F. Product: NC(=O)N1CC2CN(Cc3cc4nc(Cl)nc(N5CCOCC5)c4s3)CC2C1. Reaction SMILES: [C:1]([O:2][C:6](=[O:7])[N:8]1[CH2:9][CH:10]2[CH2:11][N:12]([CH2:16][c:17]3[cH:18][c:19]4[n:20][c:21]([Cl:32])[n:22][c:23]([N:26]5[CH2:27][CH2:28][O:29][CH2:30][CH2:31]5)[c:24]4[s:25]3)[CH2:13][CH:14]2[CH2:15]1)([CH3:3])([CH3:4])[CH3:5].[CH3:40][Si:41]([N:44]=[C:42]=[O:43])([CH3:45])[CH3:46].[Cl:47][CH2:48][Cl:49].[F:33][C:34]([F:35])([F:36])[C:37]([OH:38])=[O:39]>>[C:6](=[O:7])([N:8]1[CH2:9][CH:10]2[CH2:11][N:12]([CH2:16][c:17]3[cH:18][c:19]4[n:20][c:21]([Cl:32])[n:22][c:23]([N:26]5[CH2:27][CH2:28][O:29][CH2:30][CH2:31]5)[c:24]4[s:25]3)[CH2:13][CH:14]2[CH2:15]1)[NH2:44]. Procedure details: Divinylbenzene (Polysciences 1892) (Note that this material is only 50% divinylbenzene. The other 50% is ethyl styrene). Reaction SMILES: [CH:1]([C:3]1[CH:8]=[CH:7][CH:6]=[CH:5][C:4]=1[CH:9]=[CH2:10])=[CH2:2].C(C=CC1C=CC=CC=1)C>>[CH2:9]1[C:4]2[C:3](=[CH:8][CH:7]=[CH:6][CH:5]=2)[CH2:1][CH2:2][CH2:10]1. Starting materials: C(=C)C1=C(C=CC=C1)C=C (Divinylbenzene), C(=C)C1=C(C=CC=C1)C=C (divinylbenzene), C(C)C=CC1=CC=CC=C1 (ethyl styrene). The product is C1CCCC2=CC=CC=C12 (Tetralin). Starting materials: FC1CCN(CC1)CC=1C(=C(NC1C)C=O)C (4-(4-fluoro-piperidin-1-ylmethyl)-3,5-dimethyl-1H-pyrrole-2-carbaldehyde), ClC1=C(C(=CC=C1)Cl)CS(=O)(=O)C=1C=C2CC(NC2=CC1)=O (5-(2,6-Dichloro-phenylmethanesulfonyl)-1,3-dihydro-indol-2-one). The solvent is C(C)O (ethanol), N1CCCCC1 (piperidine). Product: ClC1=C(C(=CC=C1)Cl)CS(=O)(=O)C=1C=C2/C(/C(NC2=CC1)=O)=C/C=1NC(=C(C1C)CN1CCC(CC1)F)C (5-(2,6-Dichloro-phenylmethanesulfonyl)-3-[1-[4-(4-fluoro-piperidin-1-ylmethyl)-3,5-dimethyl-1H-pyrrol-2-yl]-meth-(Z)-ylidene]-1,3-dihydro-indol-2-one). RXN SMILES: [Cl:1][C:2]1[CH:7]=[CH:6][CH:5]=[C:4]([Cl:8])[C:3]=1[CH2:9][S:10]([C:13]1[CH:14]=[C:15]2[C:19](=[CH:20][CH:21]=1)[NH:18][C:17](=[O:22])[CH2:16]2)(=[O:12])=[O:11].[F:23][CH:24]1[CH2:29][CH2:28][N:27]([CH2:30][C:31]2[C:32]([CH3:39])=[C:33]([CH:37]=O)[NH:34][C:35]=2[CH3:36])[CH2:26][CH2:25]1>C(O)C.N1CCCCC1>[Cl:8][C:4]1[CH:5]=[CH:6][CH:7]=[C:2]([Cl:1])[C:3]=1[CH2:9][S:10]([C:13]1[CH:14]=[C:15]2[C:19](=[CH:20][CH:21]=1)[NH:18][C:17](=[O:22])/[C:16]/2=[CH:37]\[C:33]1[NH:34][C:35]([CH3:36])=[C:31]([CH2:30][N:27]2[CH2:26][CH2:25][CH:24]([F:23])[CH2:29][CH2:28]2)[C:32]=1[CH3:39])(=[O:12])=[O:11]. Procedure: 5-(2,6-Dichloro-phenylmethanesulfonyl)-1,3-dihydro-indol-2-one was condensed with 4-(4-fluoro-piperidin-1-ylmethyl)-3,5-dimethyl-1H-pyrrole-2-carbaldehyde in ethanol and piperidine to give the titled compound as an orange solid. Starting materials: OC1=CC=C(C(=O)OCC2=CC=CC=C2)C=C1 (benzyl 4-hydroxybenzoate), C(Br)C1CO1 (epibromohydrin), C([O-])([O-])=O.[K+].[K+] (potassium carbonate). Solvent: CN(C=O)C (N,N-dimethylformamide). Conditions: temperature 70 celsius, time 16 hour. Yields the product O1C(C1)COC1=CC=C(C(=O)OCC2=CC=CC=C2)C=C1 (benzyl 4-(oxiranylmethoxy)-benzoate). Isolated yield 76.0%. As a reaction SMILES: [OH:1][C:2]1[CH:17]=[CH:16][C:5]([C:6]([O:8][CH2:9][C:10]2[CH:15]=[CH:14][CH:13]=[CH:12][CH:11]=2)=[O:7])=[CH:4][CH:3]=1.[CH2:18]([CH:20]1[O:22][CH2:21]1)Br.C(=O)([O-])[O-].[K+].[K+]>CN(C)C=O>[O:22]1[CH2:21][CH:20]1[CH2:18][O:1][C:2]1[CH:17]=[CH:16][C:5]([C:6]([O:8][CH2:9][C:10]2[CH:15]=[CH:14][CH:13]=[CH:12][CH:11]=2)=[O:7])=[CH:4][CH:3]=1 |f:2.3.4|. Procedure: In 120 ml of anhydrous N,N-dimethylformamide was dissolved 25.9 g of benzyl 4-hydroxybenzoate and 12.7 ml of epibromohydrin. To the solution was added 23.6 g of anhydrous potassium carbonate, and the mixture was stirred at 70° C. for 16 hours. The reaction mixture was concentrated under reduced pressure, and the obtained residue was extracted with ethyl acetate. The extract was washed with water, dried with magnesium sulfate and filtered. The filtrate was concentrated under reduced pressure. The... The reactants are ClC1=CC(=CC=C1)C(=O)OO (m-chloroperbenzoic acid), C(C)(=O)N1CC=C(CC1)C1=CC=CC=C1 (1-acetyl-4-phenyl-1,2,5,6-tetrahydropyridine). The solvent is C(Cl)Cl (methylene chloride). Conditions: time 18 hour. Product: C(C)(=O)N1CC2C(CC1)(C1=CC=CC=C1)O2 (1-Acetyl-3,4-epoxy-4-phenylpiperidine). Reaction SMILES: Cl[C:2]1[CH:7]=[CH:6][CH:5]=[C:4]([C:8]([O:10]O)=O)[CH:3]=1.[C:12]([N:15]1[CH2:20][CH2:19]C(C2C=CC=CC=2)=[CH:17][CH2:16]1)(=[O:14])[CH3:13]>C(Cl)Cl>[C:12]([N:15]1[CH2:20][CH2:19][C:8]2([O:10][CH:17]2[CH2:16]1)[C:4]1[CH:3]=[CH:2][CH:7]=[CH:6][CH:5]=1)(=[O:14])[CH3:13]. Procedure: 6.0 G. of 85% m-chloroperbenzoic acid was added portionwise to a solution of 5.8 g. of 1-acetyl-4-phenyl-1,2,5,6-tetrahydropyridine dissolved in 100 ml. of methylene chloride, the latter being cooled during the addition using an ice bath. The mixture was stirred 18 hours at room temperature, then washed with water, sodium bisulfite solution, sodium carbonate solution and, finally, again with water. After evaporation 4.8 g. of solid remained, which was recrystallised from ether to give 3.9 g. of ... The reactants are FC(C=1C=C(C(=CC1C(F)(F)F)N)N)(F)F (4,5-bis-trifluoromethyl-benzene-1,2-diamine), C(C)(C)(C)OC(CC(C1=CC(=CC=C1)C=1C=NC=CC1)=O)=O (3-oxo-3-(3-pyridin-3-yl-phenyl)-propionic acid tert-butyl ester), C(=O)(C(F)(F)F)O (TFA). Run in C1(=CC=CC=C1)C (toluene), C(Cl)Cl (CH2Cl2). Product: N1=CC(=CC=C1)C=1C=C(C=CC1)C1=NC2=C(NC(C1)=O)C=C(C(=C2)C(F)(F)F)C(F)(F)F (4-(3-Pyridin-3-yl-phenyl)-7,8-bis-trifluoromethyl-1,3-dihydro-benzo[b][1,4]diazepin-2-one), solid. Isolated yield 70.0%. RXN SMILES: [F:1][C:2]([F:16])([F:15])[C:3]1[CH:4]=[C:5]([NH2:14])[C:6]([NH2:13])=[CH:7][C:8]=1[C:9]([F:12])([F:11])[F:10].C([O:21][C:22](=O)[CH2:23][C:24](=O)[C:25]1[CH:30]=[CH:29][CH:28]=[C:27]([C:31]2[CH:32]=[N:33][CH:34]=[CH:35][CH:36]=2)[CH:26]=1)(C)(C)C.C(O)(C(F)(F)F)=O>C1(C)C=CC=CC=1.C(Cl)Cl>[N:33]1[CH:34]=[CH:35][CH:36]=[C:31]([C:27]2[CH:26]=[C:25]([C:24]3[CH2:23][C:22](=[O:21])[NH:13][C:6]4[CH:7]=[C:8]([C:9]([F:12])([F:11])[F:10])[C:3]([C:2]([F:15])([F:16])[F:1])=[CH:4][C:5]=4[N:14]=3)[CH:30]=[CH:29][CH:28]=2)[CH:32]=1. Reported procedure: The title compound was prepared from 4,5-bis-trifluoromethyl-benzene-1,2-diamine [CAS-No. 30454-92-3] (244 mg, 1.0 mmol) and 3-oxo-3-(3-pyridin-3-yl-phenyl)-propionic acid tert-butyl ester (Example K1) (297 mg, 1.0 mmol) in toluene (10 ml) under reflux conditions for 2 h according to the general procedure M and subsequent treatment with TFA in CH2Cl2 according to the general procedure N. Obtained as a light brown solid (315 mg, 70%). Solvent: O (water), O1CCCC1 (tetrahydrofuran), O (water). The product is O[C@H](C(=O)N(CCC1=CC=C(C=C1)C(F)(F)F)C=1C=NC2=CC=CC=C2C1)C1=CC=CC=C1 ((S)-2-Hydroxy-2-phenyl-N-quinolin-3-yl-N-[2-(4-trifluoromethyl-phenyl)-ethyl]-acetamide). Run at time 2 hour. Reported procedure: To a solution of 155 mg acetic acid (S)-phenyl-{quinolin-3-yl-[2-(4-trifluoromethyl-phenyl)-ethyl]-carbamoyl}-methyl ester in tetrahydrofuran (6.0 mL) were added 3.0 mL water and 20 mg lithium hydroxide monohydrate. The mixture was stirred at room temperature for 2 h. The mixture was diluted with water and extracted 3 times with ethyl acetate. The combined organic layers were dried over Na2SO4, filtered and concentrated in vacuo. The crude oil was purified with flash column chromatography on sil... Reactants: C1(=CC=CC=C1)[C@@H](C(N(CCC1=CC=C(C=C1)C(F)(F)F)C=1C=NC2=CC=CC=C2C1)=O)OC(C)=O (acetic acid (S)-phenyl-{quinolin-3-yl-[2-(4-trifluoromethyl-phenyl)-ethyl]-carbamoyl}-methyl ester), O.[OH-].[Li+] (lithium hydroxide monohydrate). RXN SMILES: [C:1]1([C@H:7]([O:33]C(=O)C)[C:8](=[O:32])[N:9]([C:22]2[CH:23]=[N:24][C:25]3[C:30]([CH:31]=2)=[CH:29][CH:28]=[CH:27][CH:26]=3)[CH2:10][CH2:11][C:12]2[CH:17]=[CH:16][C:15]([C:18]([F:21])([F:20])[F:19])=[CH:14][CH:13]=2)[CH:6]=[CH:5][CH:4]=[CH:3][CH:2]=1.O.[OH-].[Li+]>O1CCCC1.O>[OH:33][C@@H:7]([C:1]1[CH:6]=[CH:5][CH:4]=[CH:3][CH:2]=1)[C:8]([N:9]([C:22]1[CH:23]=[N:24][C:25]2[C:30]([CH:31]=1)=[CH:29][CH:28]=[CH:27][CH:26]=2)[CH2:10][CH2:11][C:12]1[CH:17]=[CH:16][C:15]([C:18]([F:19])([F:20])[F:21])=[CH:14][CH:13]=1)=[O:32] |f:1.2.3|.